This data is from the Open Reaction Database (ORD), a public repository of structured organic reaction records. The task is: describe an organic reaction: reactants, conditions, products, and yield The reactants are COC(=O)C1CCC(NCc2ccccc2)C1, CO, N. Yields the product NC(=O)C1CCC(NCc2ccccc2)C1. As a reaction SMILES: [CH2:2]([c:3]1[cH:4][cH:5][cH:6][cH:7][cH:8]1)[NH:9][CH:10]1[CH2:11][CH:12]([C:15]([O:17][CH3:16])=[O:18])[CH2:13][CH2:14]1.[CH3:19][OH:20].[NH3:1]>>[NH2:1][C:15]([CH:12]1[CH2:11][CH:10]([NH:9][CH2:2][c:3]2[cH:4][cH:5][cH:6][cH:7][cH:8]2)[CH2:14][CH2:13]1)=[O:17]. The reactants are C(C1=CC=CC=C1)(=O)OC1=C(C=C(C(=C1)NC(C1=CC=CC=C1)=O)OC)C (2-methyl-4-methoxy-5-benzoylaminophenyl benzoate), [OH-].[Na+] (sodium hydroxide), C(C)O (ethanol). Solvent: Cl (hydrochloric acid). Conditions: temperature 100 celsius. Yields the product CC1=C(C=C(C(=C1)OC)NC(C1=CC=CC=C1)=O)O (2-methyl-4-methoxy-5-benzoylaminophenol). The yield is 55.4%. Reaction SMILES: C([O:9][C:10]1[CH:15]=[C:14]([NH:16][C:17](=[O:24])[C:18]2[CH:23]=[CH:22][CH:21]=[CH:20][CH:19]=2)[C:13]([O:25][CH3:26])=[CH:12][C:11]=1[CH3:27])(=O)C1C=CC=CC=1.[OH-].[Na+].C(O)C>Cl>[CH3:27][C:11]1[CH:12]=[C:13]([O:25][CH3:26])[C:14]([NH:16][C:17](=[O:24])[C:18]2[CH:19]=[CH:20][CH:21]=[CH:22][CH:23]=2)=[CH:15][C:10]=1[OH:9] |f:1.2|. Reported procedure: 3 g (8.3 mmol) of 2-methyl-4-methoxy-5-benzoylaminophenyl benzoate was added into the mixture of 50 ml of sodium hydroxide and 50 ml of ethanol and the solution was heated at 100° C. under reflux for 2.5 hours. 40 ml of IN hydrochloric acid was added to the reaction mixture and precipitates were filtered, washed with water and recrystallized from ethanol to give 1.2 g (4.6 mmol) of 2-methyl-4-methoxy-5-benzoylaminophenol in the form of pale yellow plate-like crystals. The yield was 78%.